This data is from the Open Reaction Database (ORD), a public repository of structured organic reaction records. The task is: describe an organic reaction: reactants, conditions, products, and yield Reactants: ClC1=CC(=C(C=C1N1CCN(CC1)C(=O)C=1C(=NOC1C)C1=C(C=CC=C1)OC)NC(C1=CC=C(C=C1)N(C)C)=O)[N+](=O)[O-] (N-(4-chloro-5-(4-(3-(2-methoxyphenyl)-5-methylisoxazole-4-carbonyl)piperazin-1-yl)-2-nitrophenyl)-4-(dimethylamino)benzamide), B(Br)(Br)Br (boron tribromide). Solvent: C(Cl)Cl (DCM), C(Cl)Cl (DCM). Reaction conditions: time 16 hour. Product: ClC1=CC(=C(C=C1N1CCN(CC1)C(=O)C=1C(=NOC1C)C1=C(C=CC=C1)O)NC(C1=CC=C(C=C1)N(C)C)=O)[N+](=O)[O-] (N-(4-chloro-5-(4-(3-(2-hydroxyphenyl)-5-methylisoxazole-4-carbonyl)piperazin-1-yl)-2-nitrophenyl)-4-(dimethylamino)benzamide). Isolated yield 85.7%. As a reaction SMILES: [Cl:1][C:2]1[C:7]([N:8]2[CH2:13][CH2:12][N:11]([C:14]([C:16]3[C:17]([C:22]4[CH:27]=[CH:26][CH:25]=[CH:24][C:23]=4[O:28]C)=[N:18][O:19][C:20]=3[CH3:21])=[O:15])[CH2:10][CH2:9]2)=[CH:6][C:5]([NH:30][C:31](=[O:41])[C:32]2[CH:37]=[CH:36][C:35]([N:38]([CH3:40])[CH3:39])=[CH:34][CH:33]=2)=[C:4]([N+:42]([O-:44])=[O:43])[CH:3]=1.B(Br)(Br)Br>C(Cl)Cl>[Cl:1][C:2]1[C:7]([N:8]2[CH2:13][CH2:12][N:11]([C:14]([C:16]3[C:17]([C:22]4[CH:27]=[CH:26][CH:25]=[CH:24][C:23]=4[OH:28])=[N:18][O:19][C:20]=3[CH3:21])=[O:15])[CH2:10][CH2:9]2)=[CH:6][C:5]([NH:30][C:31](=[O:41])[C:32]2[CH:37]=[CH:36][C:35]([N:38]([CH3:39])[CH3:40])=[CH:34][CH:33]=2)=[C:4]([N+:42]([O-:44])=[O:43])[CH:3]=1. Procedure details: To N-(4-chloro-5-(4-(3-(2-methoxyphenyl)-5-methylisoxazole-4-carbonyl)piperazin-1-yl)-2-nitrophenyl)-4-(dimethylamino)benzamide (Example 14, 50 mg, 0.081 mmol) in 7 mL of DCM at −78° C. was added 0.24 mL of 1.0 M boron tribromide in DCM. The solution was stirred at room temperature for 16 hours. Solvent was evaporated in vacuo and the product was purified by preparative HPLC (acetonitrile/water, 10 mM NH4OAc) to give 42 mg of the title compound. 1H-NMR (CDCl3, 400 MHz): δ 11.52 (1H, s), 8.70 (1H...